From a dataset of the Open Reaction Database (ORD), a public repository of structured organic reaction records. describe an organic reaction: reactants, conditions, products, and yield Reactants: BrC1=C(C=CC(=C1)C(F)F)OCC1CC1 (2-Bromo-1-cyclopropylmethoxy-4-difluoromethyl-benzene), [Li]CCCC (n-BuLi), C(C)(C)OB1OC(C(O1)(C)C)(C)C (2-isopropoxy-4,4,5,5-tetramethyl-1,3,2-dioxaborolane). Run in C(CCC)OC (BuOMe). The product is C1(CC1)COC1=C(C=C(C=C1)C(F)F)B1OC(C(O1)(C)C)(C)C (2-[2-(Cyclopropylmethoxy)-5-(difluoromethyl)phenyl]-4,4,5,5-tetramethyl-1,3,2-dioxaborolane). Isolated yield 98.6%. As a reaction SMILES: Br[C:2]1[CH:7]=[C:6]([CH:8]([F:10])[F:9])[CH:5]=[CH:4][C:3]=1[O:11][CH2:12][CH:13]1[CH2:15][CH2:14]1.[Li]CCCC.C(O[B:25]1[O:29][C:28]([CH3:31])([CH3:30])[C:27]([CH3:33])([CH3:32])[O:26]1)(C)C>C(OC)CCC>[CH:13]1([CH2:12][O:11][C:3]2[CH:4]=[CH:5][C:6]([CH:8]([F:10])[F:9])=[CH:7][C:2]=2[B:25]2[O:29][C:28]([CH3:31])([CH3:30])[C:27]([CH3:33])([CH3:32])[O:26]2)[CH2:15][CH2:14]1. Reported procedure: 2-Bromo-1-cyclopropylmethoxy-4-difluoromethyl-benzene (example B.b18; 24.35 g; 87.9 mmol) is dissolved in dry tert. BuOMe (440 mL). n-BuLi (1.6M in hexane; 60.0 mL; 96.0 mmol) is slowly syringed into the well stirred reaction mixture at −40° C. After one hour commercially available 2-isopropoxy-4,4,5,5-tetramethyl-1,3,2-dioxaborolane (17.86 g; 96.0 mmol) is added at −40° C. followed by stirring at 0° C. for one additional hour. The reaction mixture is quenched by addition of 2M aqueous citric ac...